From a dataset of the Open Reaction Database (ORD), a public repository of structured organic reaction records. describe an organic reaction: reactants, conditions, products, and yield The reactants are C(#N)C1=CC(=C(OC2CCN(CC2)C(=O)OC(C)(C)C)C=C1)F (tert-butyl 4-(4-cyano-2-fluorophenoxy)piperidine-1-carboxylate), Cl.CCOC(=O)C (HCl EtOAc). Reaction conditions: time 5 hour. The product is FC=1C=C(C#N)C=CC1OC1CCNCC1 (3-fluoro-4-(piperidin-4-yloxy)benzonitrile), Cl (HCl). Yield: 36.0%. RXN SMILES: [C:1]([C:3]1[CH:22]=[CH:21][C:6]([O:7][CH:8]2[CH2:13][CH2:12][N:11](C(OC(C)(C)C)=O)[CH2:10][CH2:9]2)=[C:5]([F:23])[CH:4]=1)#[N:2].[ClH:24].CCOC(C)=O>>[F:23][C:5]1[CH:4]=[C:3]([CH:22]=[CH:21][C:6]=1[O:7][CH:8]1[CH2:13][CH2:12][NH:11][CH2:10][CH2:9]1)[C:1]#[N:2].[ClH:24] |f:1.2|. Procedure: A solution of tert-butyl 4-(4-cyano-2-fluorophenoxy)piperidine-1-carboxylate (42 g, 131 mmol) dissolved in 4:1 HCl/EtOAc (100 mL) was stirred for 5 h. The mixture was concentrated to give the title compound as its HCl salt (12 g, 36%). 1H NMR (400 MHz, DMSO-d6) δ ppm 1.89 (m, 2H), 2.14 (m, 2H); 3.08 (m, 2H), 3.21 (m, 2H), 4.86 (m, 1H), 7.48 (t, J=8.4 Hz, 1H), 7.70 (d, J=8.4 Hz, 1H), 7.89 (m, 1H); ESI-MS m/z [M+H]+220.7.